Dataset: the Open Reaction Database (ORD), a public repository of structured organic reaction records. Task: describe an organic reaction: reactants, conditions, products, and yield Reactants: O1CCN(CC1)C1=CC=C(C=C1)NC1=CC(=C(C=N1)CC(=O)N)NCC1NCCC1 (6-[(4-morpholinophenyl)amino]-4-[(pyrrolidin-2-ylmethyl)amino]pyridine-3-carboxyamide), O1CCN(CC1)C1=CC=C(C=C1)NC1=CC(=C(C=N1)CC(=O)N)NCC1NCCC1 (6-[(4-morpholinophenyl)amino]-4-[(pyrrolidin-2-ylmethyl)amino]pyridine-3-carboxyamide), C(C)(=O)OC(C)=O (acetic anhydride), N1=CC=CC=C1 (pyridine), C([O-])(O)=O.[Na+] (sodium bicarbonate). The solvent is C(Cl)Cl (methylene chloride), O (water). Conditions: time 2 hour. The product is C(C)(=O)N1C(CCC1)CNC1=C(C=NC(=C1)NC1=CC=C(C=C1)N1CCOCC1)CC(=O)N (4-{[(1-acetylpyrrolidin-2-yl)methyl]amino}-6-[(4-morpholinophenyl)amino]pyridine-3-carboxyamide). The yield is 87.7%. RXN SMILES: [O:1]1[CH2:6][CH2:5][N:4]([C:7]2[CH:12]=[CH:11][C:10]([NH:13][C:14]3[N:19]=[CH:18][C:17]([CH2:20][C:21]([NH2:23])=[O:22])=[C:16]([NH:24][CH2:25][CH:26]4[CH2:30][CH2:29][CH2:28][NH:27]4)[CH:15]=3)=[CH:9][CH:8]=2)[CH2:3][CH2:2]1.[C:31](OC(=O)C)(=[O:33])[CH3:32].N1C=CC=CC=1.C(=O)(O)[O-].[Na+]>C(Cl)Cl.O>[C:31]([N:27]1[CH2:28][CH2:29][CH2:30][CH:26]1[CH2:25][NH:24][C:16]1[CH:15]=[C:14]([NH:13][C:10]2[CH:11]=[CH:12][C:7]([N:4]3[CH2:3][CH2:2][O:1][CH2:6][CH2:5]3)=[CH:8][CH:9]=2)[N:19]=[CH:18][C:17]=1[CH2:20][C:21]([NH2:23])=[O:22])(=[O:33])[CH3:32] |f:3.4|. Procedure details: 30.3 mg of 6-[(4-morpholinophenyl)amino]-4-[(pyrrolidin-2-ylmethyl)amino]pyridine-3-carboxyamide (the compound of Example 358) was dissolved in 2 mL of methylene chloride, to which 9.4 mg of acetic anhydride and 9.1 mg of pyridine were sequentially added, and stirred at room temperature for 2 hours. To the reaction mixture saturated sodium bicarbonate in water was added, extracted with chloroform:methanol=10:1, the extract was washed with saturated saline, and dried on anhydrous sodium sulfate. ... Starting materials: CCN1CCN(c2cccc([N+](=O)[O-])c2C#N)CC1, CCO, CCOC(C)=O, N#N. Yields the product CCN1CCN(c2cccc(N)c2C#N)CC1. RXN SMILES: [CH2:1]([CH3:2])[N:3]1[CH2:4][CH2:5][N:6]([c:9]2[c:10]([C:18]#[N:19])[c:11]([N+:15]([O-:16])=[O:17])[cH:12][cH:13][cH:14]2)[CH2:7][CH2:8]1.[CH3:22][CH2:23][OH:24].[CH3:25][CH2:26][O:27][C:28]([CH3:29])=[O:30].[N:20]#[N:21]>>[CH2:1]([CH3:2])[N:3]1[CH2:4][CH2:5][N:6]([c:9]2[c:10]([C:18]#[N:19])[c:11]([NH2:15])[cH:12][cH:13][cH:14]2)[CH2:7][CH2:8]1. Reactants: [H-].C(C(C)C)[Al+]CC(C)C (Diisobutylaluminum hydride), solution, C(C)OC(C(C(=O)OCC)CC1=CC=CC=C1)=O (2-benzyl-malonic acid diethyl ester), FC1=CC=C(CN)C=C1 (4-fluorobenzylamine), C(#N)[BH3-].[Na+] (sodium cyanoborohydride). Solvent: C(C)O (ethanol), C1(=CC=CC=C1)C (toluene), ClCCl (dichloromethane), C(C)(=O)O (acetic acid). Conditions: temperature 25 celsius, time 4 hour. Yields the product C(C)OC(C(CNCC1=CC=C(C=C1)F)CC1=CC=CC=C1)=O (rac-2-benzyl-3-(4-fluoro-benzylamino)-propionic acid ethyl ester). Isolated yield 43.8%. Reaction SMILES: [H-].C([Al+]CC(C)C)C(C)C.C(O[C:14](=O)[CH:15]([CH2:21][C:22]1[CH:27]=[CH:26][CH:25]=[CH:24][CH:23]=1)[C:16]([O:18][CH2:19][CH3:20])=[O:17])C.[F:29][C:30]1[CH:37]=[CH:36][C:33]([CH2:34][NH2:35])=[CH:32][CH:31]=1.C([BH3-])#N.[Na+]>C1(C)C=CC=CC=1.ClCCl.C(O)C.C(O)(=O)C>[CH2:19]([O:18][C:16](=[O:17])[CH:15]([CH2:21][C:22]1[CH:23]=[CH:24][CH:25]=[CH:26][CH:27]=1)[CH2:14][NH:35][CH2:34][C:33]1[CH:36]=[CH:37][C:30]([F:29])=[CH:31][CH:32]=1)[CH3:20] |f:0.1,4.5|. Procedure details: Diisobutylaluminum hydride (39 mL of a 1.0 M solution in toluene, 39 mmol) was added over 5 min to a solution of 2-benzyl-malonic acid diethyl ester (4.82 g, 19.3 mmol) in dichloromethane (45 mL) at −78° C. The reaction mixture was stirred at that temperature for 4 h, and then was quenched with saturated aqueous ammonium chloride (33 mL). The cold bath was removed, 1.0 M aqueous hydrochloric acid solution (90 mL) and DL-tartaric acid (4.25 g) were added sequentially, and the mixture was allowed ... Starting materials: CC1=NC(=CC=C1C(=O)C=1C(CCCC1SC1=CC=CC=C1)=O)C(F)(F)F (2-(2-methyl-6-trifluoromethylpyridine-3-carbonyl)-3-phenylsulfanylcyclohex-2-enone), C(C)(=O)OO (peracetic acid), C(C)(=O)OCC (ethyl acetate), O (water). The solvent is C(Cl)Cl (methylene chloride). Run at time 4 hour. The product is C1(=CC=CC=C1)S(=O)(=O)C1=C(C(CCC1)=O)C(=O)C=1C(=NC(=CC1)C(F)(F)F)C (3-benzenesulfonyl-2-(2-methyl-6-trifluoromethyl-pyridine-3-carbonyl)cyclohex-2-enone). Yield: 84.0%. As a reaction SMILES: [CH3:1][C:2]1[C:7]([C:8]([C:10]2[C:11](=[O:23])[CH2:12][CH2:13][CH2:14][C:15]=2[S:16][C:17]2[CH:22]=[CH:21][CH:20]=[CH:19][CH:18]=2)=[O:9])=[CH:6][CH:5]=[C:4]([C:24]([F:27])([F:26])[F:25])[N:3]=1.C(OO)(=[O:30])C.C(OCC)(=O)C.[OH2:39]>C(Cl)Cl>[C:17]1([S:16]([C:15]2[CH2:14][CH2:13][CH2:12][C:11](=[O:23])[C:10]=2[C:8]([C:7]2[C:2]([CH3:1])=[N:3][C:4]([C:24]([F:25])([F:27])[F:26])=[CH:5][CH:6]=2)=[O:9])(=[O:30])=[O:39])[CH:22]=[CH:21][CH:20]=[CH:19][CH:18]=1. Procedure: 0.8 g (0.00204 mol) of the 2-(2-methyl-6-trifluoromethylpyridine-3-carbonyl)-3-phenylsulfanylcyclohex-2-enone obtained above is dissolved in 30 ml of methylene chloride, and 1.39 ml of peracetic acid (39% in acetic acid, 0.00816 mol) are subsequently added dropwise at a temperature of 25° C. After 4 hours at 25° C., the reaction mixture is poured into ethyl acetate and water, the organic phase is washed with water, dried with sodium sulfate and concentrated, and the residue is triturated with a ...